This data is from the Open Reaction Database (ORD), a public repository of structured organic reaction records. The task is: describe an organic reaction: reactants, conditions, products, and yield Reactants: [BH3-]C#N, CO, CC(=O)O, O=Cc1ccc(C(F)(F)F)cc1, NCCNc1nc(Cl)nc2c1ncn2C1CCCC1, [Na+]. Yields the product FC(F)(F)c1ccc(CNCCNc2nc(Cl)nc3c2ncn3C2CCCC2)cc1. RXN SMILES: [C:34]([BH3-:35])#[N:36].[CH3:20][OH:21].[CH3:38][C:39](=[O:40])[OH:41].[F:22][C:23]([c:24]1[cH:25][cH:26][c:27]([CH:28]=[O:29])[cH:30][cH:31]1)([F:32])[F:33].[NH2:1][CH2:2][CH2:3][NH:4][c:5]1[c:6]2[n:7][cH:8][n:9]([CH:15]3[CH2:16][CH2:17][CH2:18][CH2:19]3)[c:10]2[n:11][c:12]([Cl:14])[n:13]1.[Na+:37]>>[NH:1]([CH2:2][CH2:3][NH:4][c:5]1[c:6]2[n:7][cH:8][n:9]([CH:15]3[CH2:16][CH2:17][CH2:18][CH2:19]3)[c:10]2[n:11][c:12]([Cl:14])[n:13]1)[CH2:28][c:27]1[cH:26][cH:25][c:24]([C:23]([F:22])([F:32])[F:33])[cH:31][cH:30]1. The reactants are CC(C)(CC=O)NC(=O)OC(C)(C)C, CO, CCC(N)c1nn2cccc2c(=O)n1Cc1ccccc1. The product is CCC(NCCC(C)(C)NC(=O)OC(C)(C)C)c1nn2cccc2c(=O)n1Cc1ccccc1. RXN SMILES: [C:1]([CH3:2])([CH3:3])([CH3:4])[O:5][C:6]([NH:7][C:8]([CH2:9][CH:10]=[O:11])([CH3:12])[CH3:13])=[O:14].[CH3:36][OH:37].[NH2:15][CH:16]([CH2:17][CH3:18])[c:19]1[n:20][n:21]2[c:22]([c:23](=[O:32])[n:24]1[CH2:25][c:26]1[cH:27][cH:28][cH:29][cH:30][cH:31]1)[cH:33][cH:34][cH:35]2>>[C:1]([CH3:2])([CH3:3])([CH3:4])[O:5][C:6]([NH:7][C:8]([CH2:9][CH2:10][NH:15][CH:16]([CH2:17][CH3:18])[c:19]1[n:20][n:21]2[c:22]([c:23](=[O:32])[n:24]1[CH2:25][c:26]1[cH:27][cH:28][cH:29][cH:30][cH:31]1)[cH:33][cH:34][cH:35]2)([CH3:12])[CH3:13])=[O:14].